From a dataset of the Open Reaction Database (ORD), a public repository of structured organic reaction records. describe an organic reaction: reactants, conditions, products, and yield Reactants: CC(C)(C)OC(=O)CBr, CC(C)(C)[O-], [K+], C1COCCO1, O, O=Cc1ccc(O)cc1. Product: CC(C)(C)OC(=O)COc1ccc(C=O)cc1. Reaction SMILES: [Br:7][CH2:8][C:9](=[O:10])[O:11][C:12]([CH3:13])([CH3:14])[CH3:15].[CH3:1][C:2]([CH3:3])([O-:4])[CH3:5].[K+:6].[O:26]1[CH2:27][CH2:28][O:29][CH2:30][CH2:31]1.[OH2:25].[OH:16][c:17]1[cH:18][cH:19][c:20]([CH:21]=[O:22])[cH:23][cH:24]1>>[CH2:8]([C:9](=[O:10])[O:11][C:12]([CH3:13])([CH3:14])[CH3:15])[O:16][c:17]1[cH:18][cH:19][c:20]([CH:21]=[O:22])[cH:23][cH:24]1. The reactants are C(C1=CC=CC=C1)OC(=O)N1C(O[C@H]([C@@H]1CC(C)C)C=C(C(=O)OCC)CCOC1OCCCC1)(C)C (ethyl 3-[(4S,5S)-3-benzyloxycarbonyl-2,2-dimethyl-4-isobutyloxazolidin-5-yl]-2-[2-(2-tetrahydropyranyloxy)ethyl]-2-propenoate), Cl (hydrochloric acid), O (water). Solvent: CCCCCC.C(C)(=O)OCC (hexane ethyl acetate), [OH-].[K+] (potassium hydroxide). Reaction conditions: time 8 hour. Yields the product C(C1=CC=CC=C1)OC(=O)N1C(O[C@H]([C@@H]1CC(C)C)C=C(C(=O)O)CCOC1OCCCC1)(C)C (3-[(4S,5S)-3-benzyloxycarbonyl-2,2-dimethyl-4-isobutyloxazolidin-5yl]-2-[2-(2-tetrahydropyranyloxy)ethyl]-2-propenoic acid). Reaction SMILES: [CH2:1]([O:8][C:9]([N:11]1[C@@H:15]([CH2:16][CH:17]([CH3:19])[CH3:18])[C@H:14]([CH:20]=[C:21]([CH2:27][CH2:28][O:29][CH:30]2[CH2:35][CH2:34][CH2:33][CH2:32][O:31]2)[C:22]([O:24]CC)=[O:23])[O:13][C:12]1([CH3:37])[CH3:36])=[O:10])[C:2]1[CH:7]=[CH:6][CH:5]=[CH:4][CH:3]=1.O.Cl>CCCCCC.C(OCC)(=O)C.[OH-].[K+]>[CH2:1]([O:8][C:9]([N:11]1[C@@H:15]([CH2:16][CH:17]([CH3:19])[CH3:18])[C@H:14]([CH:20]=[C:21]([CH2:27][CH2:28][O:29][CH:30]2[CH2:35][CH2:34][CH2:33][CH2:32][O:31]2)[C:22]([OH:24])=[O:23])[O:13][C:12]1([CH3:37])[CH3:36])=[O:10])[C:2]1[CH:7]=[CH:6][CH:5]=[CH:4][CH:3]=1 |f:3.4,5.6|. Procedure: 400 mg of ethyl 3-[(4S,5S)-3-benzyloxycarbonyl-2,2-dimethyl-4-isobutyloxazolidin-5-yl]-2-[2-(2-tetrahydropyranyloxy)ethyl]-2-propenoate was dissolved in 1.93 ml of an ethanol/water (10/1) solution of 2N potassium hydroxide, and the solution was stirred overnight at room temperature. 24 ml of water was added thereto, and the mixture was cooled to 0° C., then neutralized with 1N hydrochloric acid and extracted three times with 15 ml of ethyl acetate. The ethyl acetate layer was washed sequentially... Reactants: N[C@H](CO)C ((S)-2-aminopropan-1-ol), Cl.FC=1C=C(C=CC1)[C@H](N)C=1C=NN(C1)C ((S)-(3-Fluoro-phenyl)(1-methyl-1H-pyrazol-4-yl)methanamine hydrochloride), NC1CCOCC1 (4-amino-tetrahydropyran), Cl.FC=1C=C(C=CC1OC)[C@H](N)C=1C=NN(C1)C ((S)-(3-Fluoro-4-methoxyphenyl)(1-methyl-1H-pyrazol-4-yl)methanamine hydrochloride). Product: FC=1C=C(C=CC1)[C@@H](C=1C=NN(C1)C)NC(=O)C=1C=C2C=C(N=CC2=CC1)NC1CCOCC1 (3-(Tetrahydro-pyran-4-ylamino)-isoquinoline-6-carboxylic acid [(S)-(3-fluoro-phenyl)-(1-methyl-1H-pyrazol-4-yl)-methyl]-amide). As a reaction SMILES: N[C@@H:2]([CH3:5])[CH2:3][OH:4].[NH2:6][CH:7]1[CH2:12][CH2:11][O:10][CH2:9][CH2:8]1.Cl.[F:14][C:15]1[CH:16]=[C:17]([C@@H:23]([C:25]2[CH:26]=[N:27][N:28]([CH3:30])[CH:29]=2)[NH2:24])[CH:18]=[CH:19][C:20]=1OC.Cl.FC1C=[C:35]([C@@H:39]([C:41]2C=N[N:44]([CH3:46])[CH:45]=2)N)[CH:36]=[CH:37]C=1>>[F:14][C:15]1[CH:16]=[C:17]([C@H:23]([NH:24][C:3]([C:2]2[CH:5]=[C:39]3[C:35](=[CH:36][CH:37]=2)[CH:46]=[N:44][C:45]([NH:6][CH:7]2[CH2:12][CH2:11][O:10][CH2:9][CH2:8]2)=[CH:41]3)=[O:4])[C:25]2[CH:26]=[N:27][N:28]([CH3:30])[CH:29]=2)[CH:18]=[CH:19][CH:20]=1 |f:2.3,4.5|. Procedure details: 3-(Tetrahydro-pyran-4-ylamino)-isoquinoline-6-carboxylic acid [(S)-(3-fluoro-phenyl)-(1-methyl-1H-pyrazol-4-yl)-methyl]-amide (II-9) was prepared analogously except in step 2, (S)-2-aminopropan-1-ol was replaced with 4-amino-tetrahydropyran and in step 5, 50c was replaced with (S)-(3-fluoro-phenyl)(1-methyl-1H-pyrazol-4-yl)methanamine hydrochloride (50h). 1H NMR (400 MHz, DMSO) δ 9.26 (d, J=8.5 Hz, 1H), 8.91 (s, 1H), 8.10 (s, 1H), 7.84 (d, J=8.6 Hz, 1H), 7.57 (s, 1H), 7.54 (dd, J=8.5, 1.4 Hz, 1H...